Dataset: the Open Reaction Database (ORD), a public repository of structured organic reaction records. Task: describe an organic reaction: reactants, conditions, products, and yield Reactants: COC(=O)OC, C[O-], CO, Nc1ncc(Br)cc1CO, [Na+]. Product: O=C1Nc2ncc(Br)cc2CO1. RXN SMILES: [CH3:11][O:12][C:13]([O:14][CH3:15])=[O:16].[CH3:17][O-:18].[CH3:20][OH:21].[NH2:1][c:2]1[n:3][cH:4][c:5]([Br:10])[cH:6][c:7]1[CH2:8][OH:9].[Na+:19]>>[NH:1]1[c:2]2[n:3][cH:4][c:5]([Br:10])[cH:6][c:7]2[CH2:8][O:9][C:11]1=[O:12]. Starting materials: ClC=1C=C(C=2N(N1)C(=CN2)C(=O)N)N(C2=CC=CC=C2)CC2=CC=C(C=C2)OC (6-chloro-8-((4-methoxybenzyl)(phenyl)amino)imidazo[1,2-b]pyridazine-3-carboxamide), 1a, C1CC(CCC1N)N (trans-1,4-cyclohexyldiamine). The solvent is O (water). Run at temperature 160 celsius. Product: N[C@@H]1CC[C@H](CC1)NC=1C=C(C=2N(N1)C(=CN2)C(=O)N)N(C2=CC=CC=C2)CC2=CC=C(C=C2)OC (6-((trans)-4-aminocyclohexylamino)-8-((4-methoxybenzyl)(phenyl)amino)imidazo[1,2-b]pyridazine-3-carboxamide). Reaction SMILES: Cl[C:2]1[CH:3]=[C:4]([N:14]([CH2:21][C:22]2[CH:27]=[CH:26][C:25]([O:28][CH3:29])=[CH:24][CH:23]=2)[C:15]2[CH:20]=[CH:19][CH:18]=[CH:17][CH:16]=2)[C:5]2[N:6]([C:8]([C:11]([NH2:13])=[O:12])=[CH:9][N:10]=2)[N:7]=1.[CH2:30]1[CH:35]([NH2:36])[CH2:34][CH2:33][CH:32]([NH2:37])[CH2:31]1>O>[NH2:36][C@H:35]1[CH2:30][CH2:31][C@H:32]([NH:37][C:2]2[CH:3]=[C:4]([N:14]([CH2:21][C:22]3[CH:27]=[CH:26][C:25]([O:28][CH3:29])=[CH:24][CH:23]=3)[C:15]3[CH:20]=[CH:19][CH:18]=[CH:17][CH:16]=3)[C:5]3[N:6]([C:8]([C:11]([NH2:13])=[O:12])=[CH:9][N:10]=3)[N:7]=2)[CH2:33][CH2:34]1. Procedure: To a vial containing crude 6-chloro-8-((4-methoxybenzyl)(phenyl)amino)imidazo[1,2-b]pyridazine-3-carboxamide 35 mgs from 1a was added trans-1,4-cyclohexyldiamine (250 mgs, mmol). The resulting mixture was heated to 160° C. for 4 h. The mixture was cooled to room temperature and diluted with water causing a precipitate to form. The precipitate was collected, washed with water and dried to give crude 6-((trans)-4-aminocyclohexylamino)-8-((4-methoxybenzyl)(phenyl)amino)imidazo[1,2-b]pyridazine-3-ca... Reactants: O=Cc1ccc(Br)cc1, COC(C)(C)C, C1CCOC1, CCOP(=O)(CC(=O)OC(C)(C)C)OCC, [Cl-], [H-], [NH4+], [Na+]. The product is CC(C)(C)OC(=O)C=Cc1ccc(Br)cc1. Reaction SMILES: [Br:19][c:20]1[cH:21][cH:22][c:23]([CH:24]=[O:25])[cH:26][cH:27]1.[C:35]([O:36][CH3:37])([CH3:38])([CH3:39])[CH3:40].[CH2:30]1[O:31][CH2:32][CH2:33][CH2:34]1.[CH2:3]([O:4][P:5]([O:6][CH2:7][CH3:8])(=[O:9])[CH2:11][C:12](=[O:13])[O:14][C:15]([CH3:16])([CH3:17])[CH3:18])[CH3:10].[Cl-:28].[H-:2].[NH4+:29].[Na+:1]>>[CH:11]([C:12](=[O:13])[O:14][C:15]([CH3:16])([CH3:17])[CH3:18])=[CH:24][c:23]1[cH:22][cH:21][c:20]([Br:19])[cH:27][cH:26]1. Starting materials: COC([C@H](CC1=CC=C(C=C1)CC(=O)OC(C)(C)C)NC(=O)OC(C)(C)C)=O ((S)-alpha-[[(1,1-dimethylethoxy)carbonyl]amino]-4-[2-(1,1-dimethylethoxy) -2-oxoethyl]benzenepropanoic acid methyl ester), Cl (hydrochloric acid). Solvent: CCOCC (ether), CO (methanol), [OH-].[Na+] (sodium hydroxide). The product is CC(C)(OC(=O)N[C@H](C(=O)O)CC1=CC=C(C=C1)CC(=O)OC(C)(C)C)C ((S)-alpha-[[(1,1-dimethylethoxy) carbonyl]amino]-4-[2-(1,1-dimethylethoxy)-2-oxoethyl]benzene-propanoic acid). Yield: 77.9%. Reaction SMILES: C[O:2][C:3](=[O:28])[C@@H:4]([NH:20][C:21]([O:23][C:24]([CH3:27])([CH3:26])[CH3:25])=[O:22])[CH2:5][C:6]1[CH:11]=[CH:10][C:9]([CH2:12][C:13]([O:15][C:16]([CH3:19])([CH3:18])[CH3:17])=[O:14])=[CH:8][CH:7]=1.Cl>CO.[OH-].[Na+].CCOCC>[CH3:26][C:24]([CH3:27])([O:23][C:21]([NH:20][C@@H:4]([CH2:5][C:6]1[CH:11]=[CH:10][C:9]([CH2:12][C:13]([O:15][C:16]([CH3:19])([CH3:18])[CH3:17])=[O:14])=[CH:8][CH:7]=1)[C:3]([OH:28])=[O:2])=[O:22])[CH3:25] |f:3.4|. Procedure details: A solution of 1.471 g of (S)-alpha-[[(1,1-dimethylethoxy)carbonyl]amino]-4-[2-(1,1-dimethylethoxy) -2-oxoethyl]benzenepropanoic acid methyl ester in 25 mL of methanol and 5 mL of 1N sodium hydroxide solution was stirred at room temperature for 2 hours. The mixture was acidified with a slight excess of hydrochloric acid, was diluted with 100 mL of ether, and was washed with water and saturated sodium chloride solution. The residue obtained after filtration and evaporation was chromatographed over... Reactants: ClC1=CC2=C(C3=CC=CC=C3C=C2C=C1)C=O (2-chloro-9-formylanthracene), C(C)(=O)OC=C (vinyl acetate), crude product, ClC1=CC2=C(C3=CC=CC=C3C=C2C=C1)C=O (2-chloro-9-formylanthracene), stainless steel. The solvent is C(C)OCC (diethyl ether). Conditions: temperature 200 celsius. Product: C(C)(=O)OC1CC2C=3C=CC(=CC3C1(C1=CC=CC=C21)C=O)Cl (12-Acetoxy-2-chloro-9-formyl-9,10-dihydro-9,10-ethanoanthracene). Yield: 463.8%. Reaction SMILES: [Cl:1][C:2]1[CH:15]=[CH:14][C:13]2[C:4](=[C:5]([CH:16]=[O:17])[C:6]3[C:11]([CH:12]=2)=[CH:10][CH:9]=[CH:8][CH:7]=3)[CH:3]=1.[C:18]([O:21][CH:22]=[CH2:23])(=[O:20])[CH3:19]>C(OCC)C>[C:18]([O:21][CH:22]1[C:5]2([CH:16]=[O:17])[C:6]3[C:11]([CH:12]([C:13]4[CH:14]=[CH:15][C:2]([Cl:1])=[CH:3][C:4]=42)[CH2:23]1)=[CH:10][CH:9]=[CH:8][CH:7]=3)(=[O:20])[CH3:19]. Reported procedure: A mixture of 2-chloro-9-formylanthracene (described in Example 1b) (100.0 g, 0.415 mol) and vinyl acetate (400 ml, 374 g, 4.34 mol) was placed in a stainless steel bomb (PARR) and heated at 200° C. (sand bath temp.) for 24 h, then cooled. The reaction mixture was concentrated on the rotary evaporator to remove the excess vinyl acetate, leaving the crude product as a tan crystalline solid. The crude product from several batches, which consumed 670.0 g (2.78 mol) of the 2-chloro-9-formylanthracene...